Dataset: the Open Reaction Database (ORD), a public repository of structured organic reaction records. Task: describe an organic reaction: reactants, conditions, products, and yield Starting materials: FC(C(=O)N(C1=CC=C(C(=O)OCC)C=C1)CCOC1=CC=CC2=CC=CC=C12)(F)F (ethyl 4-[N-trifluoroacetyl-2-(1-naphthyloxy)ethylamino]benzoate), Cl (hydrochloric acid), [Cl-].[Al+3].[Cl-].[Cl-] (aluminum chloride), C(C)(=O)Cl (acetyl chloride). Reaction conditions: time 1 hour. Yields the product FC(C(=O)N(C1=CC=C(C(=O)OCC)C=C1)CCOC1=CC=C(C2=CC=CC=C12)C(C)=O)(F)F (Ethyl 4-[N-trifluoroacetyl-2-(4-acetyl-1-naphthyloxy)ethylamino]benzoate). RXN SMILES: [F:1][C:2]([F:31])([F:30])[C:3]([N:5]([CH2:17][CH2:18][O:19][C:20]1[C:29]2[C:24](=[CH:25][CH:26]=[CH:27][CH:28]=2)[CH:23]=[CH:22][CH:21]=1)[C:6]1[CH:16]=[CH:15][C:9]([C:10]([O:12][CH2:13][CH3:14])=[O:11])=[CH:8][CH:7]=1)=[O:4].[Cl-].[Al+3].[Cl-].[Cl-].[C:36](Cl)(=[O:38])[CH3:37].Cl>>[F:1][C:2]([F:30])([F:31])[C:3]([N:5]([CH2:17][CH2:18][O:19][C:20]1[C:29]2[C:24](=[CH:25][CH:26]=[CH:27][CH:28]=2)[C:23]([C:36](=[O:38])[CH3:37])=[CH:22][CH:21]=1)[C:6]1[CH:16]=[CH:15][C:9]([C:10]([O:12][CH2:13][CH3:14])=[O:11])=[CH:8][CH:7]=1)=[O:4] |f:1.2.3.4|. Reported procedure: To a solution of 5.4 g. of ethyl 4-[N-trifluoroacetyl-2-(1-naphthyloxy)ethylamino]benzoate and 5.7 g. of anhydrous aluminum chloride at 0° C. is added 1.1 g. of acetyl chloride with stirring. After 1 hour at 0° C., the solution is poured over 200 g. of ice plus 20 ml. concentrated hydrochloric acid. The organic phase is separated and the aqueous phase re-extracted. After washing with dilute acid, the methylene chloride extract is evaporated to dryness. The residue is crystallized from acetonitri... Reactants: CC1=C(C2=C(S1)C(CC2)C(=O)OCC)C(C2=CC=C(C=C2)S(=O)C)=O (ethyl 5,6-dihydro-2-methyl-3-(4-(methylsulfinyl) benzoyl)-4H-cyclopenta[b]thiophene-6-carboxylate), [H][H] (hydrogen), Cl (hydrogen chloride), product, [OH-].[Na+] (sodium hydroxide). Run in CO (methanol). Yields the product CC1=C(C2=C(S1)C(CC2)C(=O)O)C(C2=CC=C(C=C2)S(=O)C)=O (5,6-dihydro-2-methyl-3-(4(methylsulfinyl)benzoyl)-4H-cyclopenta[b]thiophene-6-carboxylic acid). Yield: 68.2%. RXN SMILES: [CH3:1][C:2]1[S:6][C:5]2[CH:7]([C:10]([O:12]CC)=[O:11])[CH2:8][CH2:9][C:4]=2[C:3]=1[C:15](=[O:25])[C:16]1[CH:21]=[CH:20][C:19]([S:22]([CH3:24])=[O:23])=[CH:18][CH:17]=1.[OH-].[Na+].[H][H].Cl>CO>[CH3:1][C:2]1[S:6][C:5]2[CH:7]([C:10]([OH:12])=[O:11])[CH2:8][CH2:9][C:4]=2[C:3]=1[C:15](=[O:25])[C:16]1[CH:17]=[CH:18][C:19]([S:22]([CH3:24])=[O:23])=[CH:20][CH:21]=1 |f:1.2|. Reported procedure: To a solution of 2.29 g (0.0061 moles) ethyl 5,6-dihydro-2-methyl-3-(4-(methylsulfinyl) benzoyl)-4H-cyclopenta[b]thiophene-6-carboxylate, the product of Example 1a. in 40 ml of methanol at reflux was added 9.1 ml (0.0091 moles) of 1N sodium hydroxide dropwise. After 20 min. of refluxing the mixture was cooled in an ice bath and poured into 3N hydrogen chloridede dropwise. After 20 min. of refluxing the mixture was cooled in an ice bath and poured into 3N hydrogen chloride and ice. Solid 5,6-dihy... Starting materials: C1(CC1)C#CC=1C=C2C(CC3(COCCC3)OC2=CC1)=O (6-(cyclopropylethynyl)-2′,4′,5′,6′-tetrahydrospiro[chroman-2,3′-pyran]-4-one), C[Si](C)(C)N=C=N[Si](C)(C)C (Bis-trimethylsilylcarbodiimide). Reagents/catalysts: Cl[Ti](Cl)(Cl)Cl (TiCl4). Solvent: C(Cl)Cl (DCM). Reaction conditions: time 1 hour. Product: C1(CC1)C#CC=1C=C2C(CC3(COCCC3)OC2=CC1)=NC#N ((6-(cyclopropylethynyl)-2′,4′,5′,6′-tetrahydrospiro[chroman-2,3′-pyran]-4-ylidene)cyanamide). Isolated yield 128.1%. RXN SMILES: [CH:1]1([C:4]#[C:5][C:6]2[CH:7]=[C:8]3[C:18](=[CH:19][CH:20]=2)[O:17][C:11]2([CH2:16][CH2:15][CH2:14][O:13][CH2:12]2)[CH2:10][C:9]3=O)[CH2:3][CH2:2]1.C[Si]([N:26]=[C:27]=[N:28][Si](C)(C)C)(C)C>C(Cl)Cl.Cl[Ti](Cl)(Cl)Cl>[CH:1]1([C:4]#[C:5][C:6]2[CH:7]=[C:8]3[C:18](=[CH:19][CH:20]=2)[O:17][C:11]2([CH2:16][CH2:15][CH2:14][O:13][CH2:12]2)[CH2:10][C:9]3=[N:28][C:27]#[N:26])[CH2:3][CH2:2]1. Procedure details: To a solution of 6-(cyclopropylethynyl)-2′,4′,5′,6′-tetrahydrospiro[chroman-2,3′-pyran]-4-one (76 mg, 0.27 mmol) in anhydrous DCM (15 mL) under N2 atmosphere was added 1 M TiCl4 (in DCM, 0.54 mL, 0.54 mmol) dropwise within 15 min at room temperature. It was stirred another 1 h after the addition. To this mixture was added Bis-trimethylsilylcarbodiimide (0.16 mL, 0.427 mmol) dropwise. The resulting mixture was stirred 80 h. The reaction mixture was quenched with ice-water (15 g), and stirred for ... Reactants: NC1=CC=C(OC=2C=CC=3N(C2)C=C(N3)NC(=O)C3CC3)C=C1 (N-[6-(4-aminophenoxy)imidazo[1,2-a]pyridin-2-yl]cyclopropanecarboxamide), C(O)([O-])=O.[Na+] (sodium hydrogen carbonate), C1(=CC=CC=C1)CC(=O)Cl (phenylacetyl chloride), [S-]C#N.[K+] (potassium thiocyanate), C(O)([O-])=O.[Na+] (sodium hydrogen carbonate). Run in C1(=CC=CC=C1)C (toluene), C(C)O (ethanol), C(C)#N (acetonitrile). Reaction conditions: temperature 50 celsius, time 1 hour. Product: C1(=CC=CC=C1)CC(=O)NC(=S)NC1=CC=C(OC=2C=CC=3N(C2)C=C(N3)NC(=O)C3CC3)C=C1 (N-[6-(4-{[(phenylacetyl)carbamothioyl]amino}phenoxy)imidazo[1,2-a]pyridin-2-yl]cyclopropanecarboxamide). Isolated yield 31.1%. As a reaction SMILES: [C:1]1([CH2:7][C:8](Cl)=[O:9])[CH:6]=[CH:5][CH:4]=[CH:3][CH:2]=1.[S-:11][C:12]#[N:13].[K+].C(=O)([O-])O.[Na+].[NH2:20][C:21]1[CH:42]=[CH:41][C:24]([O:25][C:26]2[CH:27]=[CH:28][C:29]3[N:30]([CH:32]=[C:33]([NH:35][C:36]([CH:38]4[CH2:40][CH2:39]4)=[O:37])[N:34]=3)[CH:31]=2)=[CH:23][CH:22]=1>C(#N)C.C1(C)C=CC=CC=1.C(O)C>[C:1]1([CH2:7][C:8]([NH:13][C:12]([NH:20][C:21]2[CH:42]=[CH:41][C:24]([O:25][C:26]3[CH:27]=[CH:28][C:29]4[N:30]([CH:32]=[C:33]([NH:35][C:36]([CH:38]5[CH2:39][CH2:40]5)=[O:37])[N:34]=4)[CH:31]=3)=[CH:23][CH:22]=2)=[S:11])=[O:9])[CH:6]=[CH:5][CH:4]=[CH:3][CH:2]=1 |f:1.2,3.4|. Procedure: To a solution of phenylacetyl chloride (422 mg, 2.59 mmol) in acetonitrile (8 mL) was added potassium thiocyanate (317 mg, 3.24 mmol), and the mixture was stirred at 50° C. for 1 hr. The reaction solution was cooled to room temperature, saturated aqueous sodium hydrogen carbonate was added, and the mixture was extracted with ethyl acetate. The organic layer was washed with saturated aqueous sodium hydrogen carbonate and saturated brine, dried over anhydrous magnesium sulfate and concentrated. Th... Reactants: NCC1CCN(CC1)CCO (2-(4-(aminomethyl)piperidin-1-yl)ethanol), ClC=1C=CC=2N(N1)C(=CN2)C2=CC(=CC=C2)OC(F)(F)F (6-chloro-3-(3-(trifluoromethoxy)phenyl)imidazo[1,2-b]pyridazine), CCN(C(C)C)C(C)C (DIEA), [F-].[Cs+] (CsF), CS(=O)C (DMSO). Conditions: temperature 120 celsius, time 5 hour. The product is FC(OC=1C=C(C=CC1)C1=CN=C2N1N=C(C=C2)NCC2CCC(CC2)CCO)(F)F (2-(4-(((3-(3-(trifluoromethoxy)phenyl)imidazo[1,2-b]pyridazin-6-yl)amino)methyl)cyclohexyl)ethanol). The yield is 8.2%. Reaction SMILES: [NH2:1][CH2:2][CH:3]1[CH2:8][CH2:7]N(CCO)[CH2:5][CH2:4]1.Cl[C:13]1[CH:14]=[CH:15][C:16]2[N:17]([C:19]([C:22]3[CH:27]=[CH:26][CH:25]=[C:24]([O:28][C:29]([F:32])([F:31])[F:30])[CH:23]=3)=[CH:20][N:21]=2)[N:18]=1.CCN(C(C)C)[CH:36]([CH3:38])[CH3:37].[F-].[Cs+].CS(C)=[O:46]>>[F:30][C:29]([F:32])([F:31])[O:28][C:24]1[CH:23]=[C:22]([C:19]2[N:17]3[N:18]=[C:13]([NH:1][CH2:2][CH:3]4[CH2:4][CH2:5][CH:37]([CH2:36][CH2:38][OH:46])[CH2:7][CH2:8]4)[CH:14]=[CH:15][C:16]3=[N:21][CH:20]=2)[CH:27]=[CH:26][CH:25]=1 |f:3.4|. Procedure: To the solution of compound 2-(4-(aminomethyl)piperidin-1-yl)ethanol (150 mg, 0.95 mmol) and compound 6-chloro-3-(3-(trifluoromethoxy)phenyl)imidazo[1,2-b]pyridazine (200 mg, 0.64 mmol) in 3 mL DMSO was added DIEA (0.3 mL, 1.37 mmol) and 10 mg CsF, the solvent was stirred for 5 h at 120° C., Then the mixture was purified by HPLC to afford the compound 2-(4-(((3-(3-(trifluoromethoxy)phenyl)imidazo[1,2-b]pyridazin-6-yl)amino)methyl)cyclohexyl)ethanol (34 mg, 8.2%) as a brown solid.